This data is from the Open Reaction Database (ORD), a public repository of structured organic reaction records. The task is: describe an organic reaction: reactants, conditions, products, and yield The reactants are COc1ccc2[nH]c(SCc3nccc(N4CCOCC4)c3F)nc2c1, O=C(OO)c1cccc(Cl)c1, ClCCl, N. Yields the product COc1ccc2[nH]c(S(=O)Cc3nccc(N4CCOCC4)c3F)nc2c1. Reaction SMILES: [CH3:12][O:13][c:14]1[cH:15][c:16]2[c:17]([nH:18][c:19]([S:21][CH2:22][c:23]3[n:24][cH:25][cH:26][c:27]([N:30]4[CH2:31][CH2:32][O:33][CH2:34][CH2:35]4)[c:28]3[F:29])[n:20]2)[cH:36][cH:37]1.[Cl:1][c:2]1[cH:3][cH:4][cH:5][c:6]([C:7]([O:8][OH:10])=[O:9])[cH:11]1.[Cl:39][CH2:40][Cl:41].[NH3:38]>>[O:9]=[S:21]([c:19]1[nH:18][c:17]2[c:16]([cH:15][c:14]([O:13][CH3:12])[cH:37][cH:36]2)[n:20]1)[CH2:22][c:23]1[n:24][cH:25][cH:26][c:27]([N:30]2[CH2:31][CH2:32][O:33][CH2:34][CH2:35]2)[c:28]1[F:29]. Starting materials: ClC1(C(NC2=CC=C(C(=C12)Cl)OC)=O)Cl (3,3,4-trichloro-5-methoxy-1,3-dihydro-indol-2-one), CO.O (MeOH water). Yields the product ClC1=C2C(C(NC2=CC=C1OC)=O)=O (4-chloro-5-methoxy-1H-indole-2,3-dione). RXN SMILES: Cl[C:2]1(Cl)[C:10]2[C:5](=[CH:6][CH:7]=[C:8]([O:12][CH3:13])[C:9]=2[Cl:11])[NH:4][C:3]1=[O:14].C[OH:17].O>>[Cl:11][C:9]1[C:8]([O:12][CH3:13])=[CH:7][CH:6]=[C:5]2[C:10]=1[C:2](=[O:17])[C:3](=[O:14])[NH:4]2 |f:1.2|. Reported procedure: Hydrolysis of 3,3,4-trichloro-5-methoxy-1,3-dihydro-indol-2-one in MeOH-water mixture according to the procedure published in Tetrahedron 27, 3263-70 (1971) provided 4-chloro-5-methoxy-1H-indole-2,3-dione as a deep-brown shiny crystals in 96% Y. Starting materials: CCOC(=O)C(C)Oc1cc(Cl)ccc1OCC(=O)N1CC(C)N(Cc2ccc(F)cc2)CC1C, CO, Cl, [Li+], C1CCOC1, [OH-], O, O. The product is CC(Oc1cc(Cl)ccc1OCC(=O)N1CC(C)N(Cc2ccc(F)cc2)CC1C)C(=O)O. Reaction SMILES: [CH2:1]([CH3:2])[O:3][C:4]([CH:5]([CH3:6])[O:7][c:8]1[c:9]([O:15][CH2:16][C:17](=[O:18])[N:19]2[CH:20]([CH3:34])[CH2:21][N:22]([CH2:26][c:27]3[cH:28][cH:29][c:30]([F:33])[cH:31][cH:32]3)[CH:23]([CH3:25])[CH2:24]2)[cH:10][cH:11][c:12]([Cl:14])[cH:13]1)=[O:35].[CH3:40][OH:41].[ClH:39].[Li+:38].[O:42]1[CH2:43][CH2:44][CH2:45][CH2:46]1.[OH-:37].[OH2:36].[OH2:47]>>[O:3]=[C:4]([CH:5]([CH3:6])[O:7][c:8]1[c:9]([O:15][CH2:16][C:17](=[O:18])[N:19]2[CH:20]([CH3:34])[CH2:21][N:22]([CH2:26][c:27]3[cH:28][cH:29][c:30]([F:33])[cH:31][cH:32]3)[CH:23]([CH3:25])[CH2:24]2)[cH:10][cH:11][c:12]([Cl:14])[cH:13]1)[OH:35]. The reactants are CC(=O)OC(C)=O, Cc1ccccc1C, c1ccc2c(c1)Nc1ccccc1S2. The product is CC(=O)N1c2ccccc2Sc2ccccc21. Reaction SMILES: [CH3:15][C:16](=[O:17])[O:18][C:19](=[O:20])[CH3:21].[c:22]1([CH3:23])[c:24]([CH3:25])[cH:26][cH:27][cH:28][cH:29]1.[cH:1]1[cH:2][cH:3][cH:4][c:5]2[c:14]1[NH:13][c:12]1[c:7]([cH:8][cH:9][cH:10][cH:11]1)[S:6]2>>[cH:1]1[cH:2][cH:3][cH:4][c:5]2[c:14]1[N:13]([C:16]([CH3:15])=[O:17])[c:12]1[c:7]([cH:8][cH:9][cH:10][cH:11]1)[S:6]2. Starting materials: ClC1=CC(=C(C=C1)N([C@@H](C)C(=O)OC)S(=O)(=O)C1=CC(=C(C=C1)OC)OC)CC1=C(C=CC=C1F)F (methyl N-[4-chloro-2-(2,6-difluorobenzyl)phenyl]-N-[(3,4-dimethoxyphenyl)sulfonyl]alaninate), O.[OH-].[Li+] (lithium hydroxide monohydrate). The solvent is C(C)O (ethanol). Run at time 18 hour. The product is ClC1=CC(=C(C=C1)N([C@@H](C)C(=O)O)S(=O)(=O)C1=CC(=C(C=C1)OC)OC)CC1=C(C=CC=C1F)F (N-[4-chloro-2-(2,6-difluorobenzyl)phenyl]-N-[(3,4-dimethoxyphenyl)sulfonyl]alanine). Yield: 36.9%. As a reaction SMILES: [Cl:1][C:2]1[CH:7]=[CH:6][C:5]([N:8]([S:15]([C:18]2[CH:23]=[CH:22][C:21]([O:24][CH3:25])=[C:20]([O:26][CH3:27])[CH:19]=2)(=[O:17])=[O:16])[C@H:9]([C:11]([O:13]C)=[O:12])[CH3:10])=[C:4]([CH2:28][C:29]2[C:34]([F:35])=[CH:33][CH:32]=[CH:31][C:30]=2[F:36])[CH:3]=1.O.[OH-].[Li+]>C(O)C>[Cl:1][C:2]1[CH:7]=[CH:6][C:5]([N:8]([S:15]([C:18]2[CH:23]=[CH:22][C:21]([O:24][CH3:25])=[C:20]([O:26][CH3:27])[CH:19]=2)(=[O:16])=[O:17])[C@H:9]([C:11]([OH:13])=[O:12])[CH3:10])=[C:4]([CH2:28][C:29]2[C:34]([F:35])=[CH:33][CH:32]=[CH:31][C:30]=2[F:36])[CH:3]=1 |f:1.2.3|. Procedure: To 1.373 g of methyl N-[4-chloro-2-(2,6-difluorobenzyl)phenyl]-N-[(3,4-dimethoxyphenyl)sulfonyl]alaninate dissolved in 20 ml of ethanol is added 0.52 g of lithium hydroxide monohydrate, and the mixture is left at room temperature for 18 hours. The medium is concentrated and the residue is taken up in ethyl acetate and washed with 5% potassium hydrogen sulfate solution. The organic phase is dried over anhydrous sodium sulfate and concentrated. The residue is chromatographed on a column of silica ... Starting materials: ClC1=C(C(=CC(=C1)Cl)Cl)N1NC(=CC1=O)NC1=C(C=CC(=C1)NC(CCCCCCCCCCCCC)=O)Cl (1-(2,4,6-trichlorophenyl)-3-[2-chloro-5-(n-tetradecanamido)anilino]-5-pyrazolone), II (iodine), N1=CC=CC=C1 (pyridine), ice water. Yields the product ClC1=C(C(=CC(=C1)Cl)Cl)N1N=C([C-](C1=O)[N+]1=CC=CC=C1)NC1=C(C=CC(=C1)NC(CCCCCCCCCCCCC)=O)Cl (1-(2,4,6-Trichlorophenyl)-3-[2-chloro-5-(n-tetradecanamido)anilino]-4-(1-pyridinio)-5-oxo-2-pyrazolin-4-ide). As a reaction SMILES: [Cl:1][C:2]1[CH:7]=[C:6]([Cl:8])[CH:5]=[C:4]([Cl:9])[C:3]=1[N:10]1[C:14](=[O:15])[CH:13]=[C:12]([NH:16][C:17]2[CH:22]=[C:21]([NH:23][C:24](=[O:38])[CH2:25][CH2:26][CH2:27][CH2:28][CH2:29][CH2:30][CH2:31][CH2:32][CH2:33][CH2:34][CH2:35][CH2:36][CH3:37])[CH:20]=[CH:19][C:18]=2[Cl:39])[NH:11]1.II.[N:42]1[CH:47]=[CH:46][CH:45]=[CH:44][CH:43]=1>>[Cl:9][C:4]1[CH:5]=[C:6]([Cl:8])[CH:7]=[C:2]([Cl:1])[C:3]=1[N:10]1[C:14](=[O:15])[C-:13]([N+:42]2[CH:47]=[CH:46][CH:45]=[CH:44][CH:43]=2)[C:12]([NH:16][C:17]2[CH:22]=[C:21]([NH:23][C:24](=[O:38])[CH2:25][CH2:26][CH2:27][CH2:28][CH2:29][CH2:30][CH2:31][CH2:32][CH2:33][CH2:34][CH2:35][CH2:36][CH3:37])[CH:20]=[CH:19][C:18]=2[Cl:39])=[N:11]1. Reported procedure: A mixture of 7.1 g of 1-(2,4,6-trichlorophenyl)-3-[2-chloro-5-(n-tetradecanamido)anilino]-5-pyrazolone, 2.5 g of iodine and 100 ml of pyridine was heated on a steam bath for 5 hours. After cooling, the reaction mixture was poured into a large volume of ice water. The precipitate was collected by filtration and dried. The powder was recrystallized from a solvent mixture of hexane and ethyl acetate to give 4.8 g of Compound 18 as yellow crystals having a melting point of 124° to 128°C. Reactants: O=P12OP3(=O)OP(=O)(O1)OP(=O)(O2)O3 (Phosphorous pentoxide), COCC(=O)NCCC1=CC=CC=C1 (N-Methoxyacetyl-2-phenylethylamine). The solvent is C=1(C(=CC=CC1)C)C (xylene). Product: COCC1=NCCC2=CC=CC=C12 (1-Methoxymethyl-3,4-dihydroisoquinoline). As a reaction SMILES: O=P12OP3(OP(OP(O3)(O1)=O)(=O)O2)=O.[CH3:15][O:16][CH2:17][C:18]([NH:20][CH2:21][CH2:22][C:23]1[CH:28]=[CH:27][CH:26]=[CH:25][CH:24]=1)=O>C1(C)C(C)=CC=CC=1>[CH3:15][O:16][CH2:17][C:18]1[C:28]2[C:23](=[CH:24][CH:25]=[CH:26][CH:27]=2)[CH2:22][CH2:21][N:20]=1. Procedure details: Phosphorous pentoxide (25 g, 0.176 mol) was added to a stirred solution of the product from (a) above (14.47 g, 0.075 mol) in xylene (35 ml) and the resulting mixture heated under reflux for 2.5 hours. The solvent was decanted from the resulting black gum which was triturated with xylene and then, when cool, with ether. Water was then carefully added, with ice-cooling, and the resulting mixture basified with 2M aqueous sodium hydroxide solution and then extracted with ether. The extract was wash... Starting materials: ClC1=C(C=CC=C1)C1C(C1)C1CC1 (2-(2-chlorophenyl)bicyclopropyl), C(C1=CC=CC=C1)N (benzylamine), C(C)(C)(C)[O-].[Na+] (sodium tert-butanolate), Pd(II) acetate, R(−)-di-tert-butyl-[1-[(S)-2-(dicyclohexylphosphanyl)-ferrocenyl]ethyl]phosphine, C(C)(=O)OCC (ethyl acetate). Run in C(OC)COC (dimethoxyethane). Reaction conditions: time 24 hour. Yields the product C(C1=CC=CC=C1)NC1=C(C=CC=C1)C1C(C1)C1CC1 (benzyl(2-bicyclopropyl-2-yl-phenyl)amine). Yield: 87.1%. Reaction SMILES: Cl[C:2]1[CH:7]=[CH:6][CH:5]=[CH:4][C:3]=1[CH:8]1[CH2:10][CH:9]1[CH:11]1[CH2:13][CH2:12]1.[CH2:14]([NH2:21])[C:15]1[CH:20]=[CH:19][CH:18]=[CH:17][CH:16]=1.C([O-])(C)(C)C.[Na+].C(OCC)(=O)C>C(COC)OC>[CH2:14]([NH:21][C:2]1[CH:7]=[CH:6][CH:5]=[CH:4][C:3]=1[CH:8]1[CH2:10][CH:9]1[CH:11]1[CH2:13][CH2:12]1)[C:15]1[CH:20]=[CH:19][CH:18]=[CH:17][CH:16]=1 |f:2.3|. Procedure: 3 g of 2-(2-chlorophenyl)bicyclopropyl (15.6 mmol, trans/cis ratio of about 2:1), 2.5 g of benzylamine (23.4 mmol), 2.4 g of sodium tert-butanolate (25 mmol), 35 mg of Pd(II) acetate (0.16 mmol) and 60 mg of R(−)-di-tert-butyl-[1-[(S)-2-(dicyclohexylphosphanyl)-ferrocenyl]ethyl]phosphine (0.11 mmol) are dissolved in 30 ml of dimethoxyethane. The reaction mixture is heated to the reflux temperature of the solvent and is stirred for 24 hours. After cooling, ethyl acetate is added and the organic p...